This data is from the Open Reaction Database (ORD), a public repository of structured organic reaction records. The task is: describe an organic reaction: reactants, conditions, products, and yield The reactants are Clc1ncc(Br)c(Cl)n1, C=CCNC(CC)CC, CCN(C(C)C)C(C)C, CC(C)O. Yields the product C=CCN(c1nc(Cl)ncc1Br)C(CC)CC. Reaction SMILES: [Br:10][c:11]1[c:12]([Cl:18])[n:13][c:14]([Cl:17])[n:15][cH:16]1.[CH2:1]([CH:2]=[CH2:3])[NH:4][CH:5]([CH2:6][CH3:7])[CH2:8][CH3:9].[CH:19]([N:20]([CH:21]([CH3:22])[CH3:23])[CH2:24][CH3:25])([CH3:26])[CH3:27].[CH:28]([OH:29])([CH3:30])[CH3:31]>>[CH2:1]([CH:2]=[CH2:3])[N:4]([CH:5]([CH2:6][CH3:7])[CH2:8][CH3:9])[c:12]1[c:11]([Br:10])[cH:16][n:15][c:14]([Cl:17])[n:13]1. Starting materials: N1C(=NC=C1)CN1C2=C(OCC1=O)N=C(C(=C2)C2=CC=CC=C2)C2=CC=C(C=C2)C2(CCC2)N (1-((1H-imidazol-2-yl)methyl)-6-(4-(1-aminocyclobutyl)phenyl)-7-phenyl-1H-pyrido[2,3-b][1,4]oxazin-2(3H)-one), C(C)(C)(C)OC(NC1(CCC1)C1=CC=C(C=C1)C=1C(=CC2=C(OCC(N2CC2=NC=CC=C2)=O)N1)C1=CC=CC=C1)=O (tert-butyl(1-(4-(2-oxo-7-phenyl-1-(pyridin-2-ylmethyl)-2,3-dihydro-1H-pyrido[2,3-b][1,4]oxazin-6-yl)phenyl)cyclobutyl)carbamate). Yields the product NC1(CCC1)C1=CC=C(C=C1)C=1C(=CC2=C(OCC(N2CC2=NC=CC=C2)=O)N1)C1=CC=CC=C1 (6-(4-(1-aminocyclobutyl)phenyl)-7-phenyl-1-(pyridin-2-ylmethyl)-1H-pyrido[2,3-b][1,4]oxazin-2(3H)-one). Isolated yield 122.5%. Reaction SMILES: N1C=CN=C1CN1C(=O)COC2N=C(C3C=CC(C4(N)CCC4)=CC=3)C(C3C=CC=CC=3)=CC1=2.C(OC(=O)[NH:41][C:42]1([C:46]2[CH:51]=[CH:50][C:49]([C:52]3[C:53]([C:70]4[CH:75]=[CH:74][CH:73]=[CH:72][CH:71]=4)=[CH:54][C:55]4[N:60]([CH2:61][C:62]5[CH:67]=[CH:66][CH:65]=[CH:64][N:63]=5)[C:59](=[O:68])[CH2:58][O:57][C:56]=4[N:69]=3)=[CH:48][CH:47]=2)[CH2:45][CH2:44][CH2:43]1)(C)(C)C>>[NH2:41][C:42]1([C:46]2[CH:47]=[CH:48][C:49]([C:52]3[C:53]([C:70]4[CH:75]=[CH:74][CH:73]=[CH:72][CH:71]=4)=[CH:54][C:55]4[N:60]([CH2:61][C:62]5[CH:67]=[CH:66][CH:65]=[CH:64][N:63]=5)[C:59](=[O:68])[CH2:58][O:57][C:56]=4[N:69]=3)=[CH:50][CH:51]=2)[CH2:45][CH2:44][CH2:43]1. Reported procedure: Following the procedure for 1-((1H-imidazol-2-yl)methyl)-6-(4-(1-aminocyclobutyl)phenyl)-7-phenyl-1H-pyrido[2,3-b][1,4]oxazin-2(3H)-one, tert-butyl(1-(4-(2-oxo-7-phenyl-1-(pyridin-2-ylmethyl)-2,3-dihydro-1H-pyrido[2,3-b][1,4]oxazin-6-yl)phenyl)cyclobutyl)carbamate (16 mg, 0.03 mmol) was reacted to afford the title compound (17 mg, 87%). LCMS (Method A): RT=4.11 min, M-16=446. 1H NMR (500 MHz, MeOD): 8.54 (1H, d), 7.91-7.87 (1H, t), 7.53 (1H, d), 7.42-7.35 (6H, m), 7.26-7.21 (3H, m), 7.04 (2H, d)... Starting materials: [BH3-]C#N, O=C([O-])O, CC(=O)[O-], CO, CCOC(C)=O, Cl, O=Cc1ccc(F)cc1, COC(=O)C1CCCC1N, [Na+], [Na+], [Na+]. Yields the product COC(=O)C1CCCC1NCc1ccc(F)cc1. Reaction SMILES: [C:26]([BH3-:27])#[N:28].[C:30](=[O:31])([OH:32])[O-:33].[CH3:13][C:14](=[O:15])[O-:16].[CH3:35][OH:36].[CH3:37][CH2:38][O:39][C:40](=[O:41])[CH3:42].[ClH:1].[F:17][c:18]1[cH:19][cH:20][c:21]([CH:22]=[O:23])[cH:24][cH:25]1.[NH2:2][CH:3]1[CH:4]([C:8](=[O:9])[O:10][CH3:11])[CH2:5][CH2:6][CH2:7]1.[Na+:12].[Na+:29].[Na+:34]>>[NH:2]([CH:3]1[CH:4]([C:8](=[O:9])[O:10][CH3:11])[CH2:5][CH2:6][CH2:7]1)[CH2:22][c:21]1[cH:20][cH:19][c:18]([F:17])[cH:25][cH:24]1. Reactants: C=1C=CC2=C(C1)N=NN2O (HOBt), C(CCl)Cl (EDC), Cl.COC(CCN)=O (β-Alanine methyl ester HCl salt), CCN(C(C)C)C(C)C (Hunig's base), COC(=O)C=1C(=C2C=C(C(N(C2=C(N1)C=1N=CSC1)CC1=CC=CC=C1)=O)C1=CC=CC=C1)O (1-benzyl-5-hydroxy-2-oxo-3-phenyl-8-thiazol-4-yl-1,2-dihydro-[1,7]naphthyridine-6-carboxylic acid methyl ester), [OH-].[Na+] (NaOH). The solvent is C(Cl)Cl (CH2Cl2), C1CCOC1 (THF), CO (MeOH), CCOC(=O)C (EtOAc). Reaction conditions: time 8 hour. Yields the product COC(CCNC(=O)C=1C(=C2C=C(C(N(C2=C(N1)C=1N=CSC1)CC1=CC=CC=C1)=O)C1=CC=CC=C1)O)=O (3-[(1-Benzyl-5-hydroxy-2-oxo-3-phenyl-8-thiazol-4-yl-1,2-dihydro-[1,7]naphthyridine-6-carbonyl)-amino]-propionic acid methyl ester). Isolated yield 31.7%. Reaction SMILES: CO[C:3]([C:5]1[C:6]([OH:34])=[C:7]2[C:12](=[C:13]([C:15]3[N:16]=[CH:17][S:18][CH:19]=3)[N:14]=1)[N:11]([CH2:20][C:21]1[CH:26]=[CH:25][CH:24]=[CH:23][CH:22]=1)[C:10](=[O:27])[C:9]([C:28]1[CH:33]=[CH:32][CH:31]=[CH:30][CH:29]=1)=[CH:8]2)=[O:4].[OH-].[Na+].C1C=CC2N(O)N=NC=2C=1.C(Cl)CCl.Cl.[CH3:52][O:53][C:54](=[O:58])[CH2:55][CH2:56][NH2:57].CCN(C(C)C)C(C)C>CCOC(C)=O.C(Cl)Cl.C1COCC1.CO>[CH3:52][O:53][C:54](=[O:58])[CH2:55][CH2:56][NH:57][C:3]([C:5]1[C:6]([OH:34])=[C:7]2[C:12](=[C:13]([C:15]3[N:16]=[CH:17][S:18][CH:19]=3)[N:14]=1)[N:11]([CH2:20][C:21]1[CH:26]=[CH:25][CH:24]=[CH:23][CH:22]=1)[C:10](=[O:27])[C:9]([C:28]1[CH:29]=[CH:30][CH:31]=[CH:32][CH:33]=1)=[CH:8]2)=[O:4] |f:1.2,5.6|. Procedure: A mixture of 1-benzyl-5-hydroxy-2-oxo-3-phenyl-8-thiazol-4-yl-1,2-dihydro-[1,7]naphthyridine-6-carboxylic acid methyl ester (64 mg, 0.14 mmol), 2 M NaOH (3 mL), MeOH (3 mL) and THF (3 mL) was stirred at r.t. overnight. The mixture was concentrated to approximately one-third of its original volume, and the resulting mixture was acidified to pH about 3-4 and extracted with EtOAc. The organic layer was dried over MgSO4 and concentrated. To the residue were then added HOBt (30 mg, 0.22 mmol), CH2Cl2... Starting materials: COCOCC(C)(C)[N+](=O)[O-], CC(=O)O, CCO, O=Cc1ccc(F)cc1F, [Zn]. Product: COCOCC(C)(C)[N+]([O-])=Cc1ccc(F)cc1F. RXN SMILES: [CH3:11][C:12]([CH2:13][O:14][CH2:15][O:16][CH3:17])([CH3:18])[N+:19](=[O:20])[O-:21].[CH3:22][C:23](=[O:24])[OH:25].[CH3:26][CH2:27][OH:28].[F:1][c:2]1[c:3]([CH:4]=[O:5])[cH:6][cH:7][c:8]([F:10])[cH:9]1.[Zn:29]>>[F:1][c:2]1[c:3]([CH:4]=[N+:19]([C:12]([CH3:11])([CH2:13][O:14][CH2:15][O:16][CH3:17])[CH3:18])[O-:20])[cH:6][cH:7][c:8]([F:10])[cH:9]1. Starting materials: BrC=1C2=CC=CC=C2C(=C2C=CC=CC12)Br (9,10-dibromo-anthracene), COC1=C(C=CC=C1)B(O)O (2-methoxybenzeneboronic acid), C([O-])([O-])=O.[Na+].[Na+] (sodium carbonate), [I-].[Li+] (lithium iodide), Cl (HCl). Reagents/catalysts: C1(=CC=CC=C1)P(C1=CC=CC=C1)(C1=CC=CC=C1)[Pd-4](P(C1=CC=CC=C1)(C1=CC=CC=C1)C1=CC=CC=C1)(P(C1=CC=CC=C1)(C1=CC=CC=C1)C1=CC=CC=C1)P(C1=CC=CC=C1)(C1=CC=CC=C1)C1=CC=CC=C1 (tetrakistriphenylphosphinopalladium(0)). The solvent is C(Cl)(Cl)Cl (chloroform), COCCOC (1,2-di-methoxyethane), O (water), C(C)O (ethanol). Conditions: temperature 190 celsius, time 24 hour. The product is OC1=C(C=CC=C1)C=1C2=CC=CC=C2C(=C2C=CC=CC12)C1=C(C=CC=C1)O (9,10-Bis(2-hydroxyphenyl)anthracene). RXN SMILES: Br[C:2]1[C:3]2[C:8]([C:9](Br)=[C:10]3[C:15]=1[CH:14]=[CH:13][CH:12]=[CH:11]3)=[CH:7][CH:6]=[CH:5][CH:4]=2.C[O:18][C:19]1[CH:24]=[CH:23][CH:22]=[CH:21][C:20]=1B(O)O.[C:28](=[O:31])([O-])[O-].[Na+].[Na+].[I-].[Li+].Cl>COCCOC.C(Cl)(Cl)Cl.C1(P([Pd-4](P(C2C=CC=CC=2)(C2C=CC=CC=2)C2C=CC=CC=2)(P(C2C=CC=CC=2)(C2C=CC=CC=2)C2C=CC=CC=2)P(C2C=CC=CC=2)(C2C=CC=CC=2)C2C=CC=CC=2)(C2C=CC=CC=2)C2C=CC=CC=2)C=CC=CC=1.O.C(O)C>[OH:18][C:19]1[CH:24]=[CH:23][CH:22]=[CH:21][C:20]=1[C:2]1[C:3]2[C:8]([C:9]([C:4]3[CH:3]=[CH:2][CH:15]=[CH:14][C:28]=3[OH:31])=[C:10]3[C:15]=1[CH:14]=[CH:13][CH:12]=[CH:11]3)=[CH:7][CH:6]=[CH:5][CH:4]=2 |f:2.3.4,5.6|. Procedure: 2.3 g (2 mmol) of tetrakistriphenylphosphinopalladium(0) are added to a well-stirred, degassed suspension of 33.6 g (100 mmol) of 9,10-dibromo-anthracene, 45.6 g (300 mmol) of 2-methoxybenzeneboronic acid and 55.1 g (520 mmol) of sodium carbonate in a mixture of 500 ml of 1,2-di-methoxyethane, 150 ml of ethanol and 400 ml of water, and the mixture is refluxed for 60 h. After cooling, the organic phase is separated off, washed three times with 500 ml of water and once with 500 ml of saturated, aq... Starting materials: ClCCl, CCn1c(=O)c(-c2cc(N)c(F)cc2Cl)cc2cnc(NCCSC)cc21, O=C=Nc1ccccc1. The product is CCn1c(=O)c(-c2cc(NC(=O)Nc3ccccc3)c(F)cc2Cl)cc2cnc(NCCSC)cc21. RXN SMILES: [Cl:37][CH2:38][Cl:39].[NH2:1][c:2]1[c:3]([F:27])[cH:4][c:5]([Cl:26])[c:6](-[c:8]2[c:9](=[O:25])[n:10]([CH2:23][CH3:24])[c:11]3[cH:12][c:13]([NH:18][CH2:19][CH2:20][S:21][CH3:22])[n:14][cH:15][c:16]3[cH:17]2)[cH:7]1.[O:28]=[C:29]=[N:30][c:31]1[cH:32][cH:33][cH:34][cH:35][cH:36]1>>[NH:1]([c:2]1[c:3]([F:27])[cH:4][c:5]([Cl:26])[c:6](-[c:8]2[c:9](=[O:25])[n:10]([CH2:23][CH3:24])[c:11]3[cH:12][c:13]([NH:18][CH2:19][CH2:20][S:21][CH3:22])[n:14][cH:15][c:16]3[cH:17]2)[cH:7]1)[C:29](=[O:28])[NH:30][c:31]1[cH:32][cH:33][cH:34][cH:35][cH:36]1.